From a dataset of the Open Reaction Database (ORD), a public repository of structured organic reaction records. describe an organic reaction: reactants, conditions, products, and yield Starting materials: Cl.C(CCC)N1CCC(CC1)C1=C(C=CC(=C1)F)C1=CC(CC(C1)(C)C)(C)C (1-butyl-4-[5-fluoro-2-(3,3,5,5-tetramethylcyclohex-1-enyl)phenyl]piperidine hydrochloride). The reagents and catalysts are [Pd] (palladium on carbon). Run in CO (methanol). Reaction conditions: time 4 hour. The product is Cl.C(CCC)N1CCC(CC1)C1=C(C=CC(=C1)F)C1CC(CC(C1)(C)C)(C)C (1-Butyl-4-[5-fluoro-2-(3,3,5,5-tetramethylcyclohexyl)phenyl]piperidine hydrochloride). The yield is 38.6%. Reaction SMILES: [ClH:1].[CH2:2]([N:6]1[CH2:11][CH2:10][CH:9]([C:12]2[CH:17]=[C:16]([F:18])[CH:15]=[CH:14][C:13]=2[C:19]2[CH2:24][C:23]([CH3:26])([CH3:25])[CH2:22][C:21]([CH3:28])([CH3:27])[CH:20]=2)[CH2:8][CH2:7]1)[CH2:3][CH2:4][CH3:5]>CO.[Pd]>[ClH:1].[CH2:2]([N:6]1[CH2:7][CH2:8][CH:9]([C:12]2[CH:17]=[C:16]([F:18])[CH:15]=[CH:14][C:13]=2[CH:19]2[CH2:24][C:23]([CH3:26])([CH3:25])[CH2:22][C:21]([CH3:27])([CH3:28])[CH2:20]2)[CH2:10][CH2:11]1)[CH2:3][CH2:4][CH3:5] |f:0.1,4.5|. Reported procedure: To a solution of 1-butyl-4-[5-fluoro-2-(3,3,5,5-tetramethylcyclohex-1-enyl)phenyl]piperidine hydrochloride (47 mg, 0.12 mmol) produced in Example (106h) in methanol (3 mL) was added 10% palladium on carbon (100 mg, wet), followed by stirring for 4 hours at atmospheric pressure and room temperature under a hydrogen atmosphere. The reaction mixture was filtered through Celite, and the filtrate was concentrated under reduced pressure. Hexane was added to the residue to produce a solid, which was th... Reactants: CC(=O)O[BH-](OC(C)=O)OC(C)=O, COc1c(C)ccc2c1CC(C1CCNCC1)OC2CNC=O, CC(Cl)Cl, [Na+], CC(C)(C)OC(=O)NCC=O. Yields the product COc1c(C)ccc2c1CC(C1CCN(CCNC(=O)OC(C)(C)C)CC1)OC2CNC=O. Reaction SMILES: [C:24]([O:25][BH-:26]([O:27][C:28](=[O:29])[CH3:30])[O:31][C:32](=[O:33])[CH3:34])(=[O:35])[CH3:36].[CH3:1][O:2][c:3]1[c:4]2[c:9]([cH:10][cH:11][c:12]1[CH3:13])[CH:8]([CH2:14][NH:15][CH:16]=[O:17])[O:7][CH:6]([CH:18]1[CH2:19][CH2:20][NH:21][CH2:22][CH2:23]1)[CH2:5]2.[Cl:49][CH:50]([Cl:51])[CH3:52].[Na+:37].[O:38]=[CH:39][CH2:40][NH:41][C:42]([O:43][C:44]([CH3:45])([CH3:46])[CH3:47])=[O:48]>>[CH3:1][O:2][c:3]1[c:4]2[c:9]([cH:10][cH:11][c:12]1[CH3:13])[CH:8]([CH2:14][NH:15][CH:16]=[O:17])[O:7][CH:6]([CH:18]1[CH2:19][CH2:20][N:21]([CH2:39][CH2:40][NH:41][C:42]([O:43][C:44]([CH3:45])([CH3:46])[CH3:47])=[O:48])[CH2:22][CH2:23]1)[CH2:5]2. Reactants: hydrate, CC(C)(C)C1=CC=C(C=C1)CN1CCC(CC1)N (1-[[4-(1,1-Dimethylethyl)phenyl]methyl]-4-piperidinamine), C(C)(C)(C)C1=CC=C(CBr)C=C1 (4-(tert-butyl)benzyl bromide), O1CCOC12CCNCC2 (1,4-dioxa-8-azaspiro[4.5]-decane), COC=1C=CC=C2C(=C(C=NC12)C(=O)O)NC1=CC=C(C=C1)C(=O)NC1CCN(CC1)CC1=CC=CC=C1 (8-Methoxy-4-[[4-[[[1-(phenylmethyl)-4-piperi-dinyl]amino]carbonyl]phenyl]amino]-3-quinolinecarboxylic acid), ClC1=CC=C2C(=C(C=NC2=C1)C(=O)O)NC1=CC=C(C=C1)C(=O)NC1CCN(CC1)CC1=CC=CC=C1 (7-chloro-4-[[4-[[[1-(phenylmethyl)-4-piperidinyl]amino]carbonyl]phenyl]amino]-3-quinolinecarboxylic acid), C(C)OC(=O)C1=CNC2=C(C=CC=C2C1=O)OC (1,4-Dihydro-8-methoxy-4-oxo-3-quinolinecarboxylic acid ethyl ester), COC=1C=CC=C2C(=C(C=NC12)C(=O)O)NC1=CC=C(C=C1)C(=O)NC1CCN(CC1)CC1=CC=CC=C1 (8-methoxy-4-[[4-[[[1-(phenylmethyl)-4-piperidinyl]amino]carbonyl]phenyl]amino]-3-quinoline-carboxylic acid), CC(C)(C)C1=CC=C(C=C1)CN1CCC(CC1)N (1-[[4-(1,1-dimethylethyl)phenyl]methyl]-4piperidinamine), C(C)OC(=O)C1=CNC2=C(C=CC=C2C1=O)OC (1,4-dihydro-8-methoxy-4-oxo-3-quinolinecarboxylic acid ethyl ester). Solvent: O (H2O). Yields the product COC=1C=CC=C2C(=C(C=NC12)C(=O)N)NC1=CC=C(C=C1)C(=O)NC1CCN(CC1)CC1=CC=CC=C1 (8-methoxy-4-[[4-[[[1-(phenylmethyl)-4-piperidinyl]amino]carbonyl]phenyl]amino]-3-quinoline-carbox-amide). Reaction SMILES: [CH3:1][O:2][C:3]1[CH:4]=[CH:5][CH:6]=[C:7]2[C:12]=1[N:11]=[CH:10][C:9]([C:13]([OH:15])=O)=[C:8]2[NH:16][C:17]1[CH:22]=[CH:21][C:20]([C:23]([NH:25][CH:26]2[CH2:31][CH2:30][N:29]([CH2:32][C:33]3[CH:38]=[CH:37][CH:36]=[CH:35][CH:34]=3)[CH2:28][CH2:27]2)=[O:24])=[CH:19][CH:18]=1.CC(C1C=CC(C[N:50]2CCC(N)CC2)=CC=1)(C)C.ClC1C=C2C(C(NC3C=CC(C(NC4CCN(CC5C=CC=CC=5)CC4)=O)=CC=3)=C(C(O)=O)C=N2)=CC=1.C(OC(C1C(=O)C2C(=C(OC)C=CC=2)NC=1)=O)C.C(C1C=CC(CBr)=CC=1)(C)(C)C.O1C2(CCNCC2)OCC1>O>[CH3:1][O:2][C:3]1[CH:4]=[CH:5][CH:6]=[C:7]2[C:12]=1[N:11]=[CH:10][C:9]([C:13]([NH2:50])=[O:15])=[C:8]2[NH:16][C:17]1[CH:22]=[CH:21][C:20]([C:23]([NH:25][CH:26]2[CH2:31][CH2:30][N:29]([CH2:32][C:33]3[CH:38]=[CH:37][CH:36]=[CH:35][CH:34]=3)[CH2:28][CH2:27]2)=[O:24])=[CH:19][CH:18]=1. Procedure: N-[1-[4-(1,1-Dimethylethyl)pheny]]methyl]-4-piperidiny]]-8-methoxy-4-[[4-[[[1-(phenylmethyl)-4-piperidinyl]amino]carbonyl]phenyl]amino]-3-quinoline-carbox-amide was prepared as a hygroscopic solid (0.2 hydrate) by coupling 8-methoxy-4-[[4-[[[1-(phenylmethyl)-4-piperidinyl]amino]carbonyl]phenyl]amino]-3-quinoline-carboxylic acid and 1-[[4-(1,1-dimethylethyl)phenyl]methyl]-4piperidinamine as described for Example 17, Step 5. 8-Methoxy-4-[[4-[[[1-(phenylmethyl)-4-piperi-dinyl]amino]carbonyl]phenyl]... Starting materials: Cc1nn2c(c1Br)CCC2, COC(=O)c1ccc(C#N)c(B2OC(C)(C)C(C)(C)O2)c1, CCOC(C)=O, [K+], [K+], [K+], C1COCCO1, O=P([O-])([O-])[O-], c1ccc(P(c2ccccc2)(c2ccccc2)[Pd](P(c2ccccc2)(c2ccccc2)c2ccccc2)(P(c2ccccc2)(c2ccccc2)c2ccccc2)P(c2ccccc2)(c2ccccc2)c2ccccc2)cc1. The product is COC(=O)c1ccc(C#N)c(-c2c(C)nn3c2CCC3)c1. Reaction SMILES: [Br:1][c:2]1[c:3]2[n:4]([n:5][c:6]1[CH3:7])[CH2:8][CH2:9][CH2:10]2.[CH3:11][O:12][C:13]([c:14]1[cH:15][c:16]([B:22]2[O:23][C:24]([CH3:25])([CH3:26])[C:27]([CH3:28])([CH3:29])[O:30]2)[c:17]([C:20]#[N:21])[cH:18][cH:19]1)=[O:31].[CH3:46][CH2:47][O:48][C:49]([CH3:50])=[O:51].[K+:37].[K+:38].[K+:39].[O:40]1[CH2:41][CH2:42][O:43][CH2:44][CH2:45]1.[P:32]([O-:33])([O-:34])([O-:35])=[O:36].[cH:52]1[cH:53][cH:54][c:55]([P:56]([Pd:57]([P:58]([c:59]2[cH:60][cH:61][cH:62][cH:63][cH:64]2)([c:65]2[cH:66][cH:67][cH:68][cH:69][cH:70]2)[c:71]2[cH:72][cH:73][cH:74][cH:75][cH:76]2)([P:77]([c:78]2[cH:79][cH:80][cH:81][cH:82][cH:83]2)([c:84]2[cH:85][cH:86][cH:87][cH:88][cH:89]2)[c:90]2[cH:91][cH:92][cH:93][cH:94][cH:95]2)[P:96]([c:97]2[cH:98][cH:99][cH:100][cH:101][cH:102]2)([c:103]2[cH:104][cH:105][cH:106][cH:107][cH:108]2)[c:109]2[cH:110][cH:111][cH:112][cH:113][cH:114]2)([c:115]2[cH:116][cH:117][cH:118][cH:119][cH:120]2)[c:121]2[cH:122][cH:123][cH:124][cH:125][cH:126]2)[cH:127][cH:128]1>>[c:2]1(-[c:16]2[cH:15][c:14]([C:13]([O:12][CH3:11])=[O:31])[cH:19][cH:18][c:17]2[C:20]#[N:21])[c:3]2[n:4]([n:5][c:6]1[CH3:7])[CH2:8][CH2:9][CH2:10]2. The reactants are O=C(O)C1CCC(CNC(=O)C(C2CCCCC2)n2c(-c3ccc(Cl)cc3)nc3cc(F)ccc32)CC1, O=C(O)C(C1CCCCC1)n1c(-c2ccc(Cl)cc2)nc2cc(F)c(F)cc21, COC(=O)c1ccc(N)nc1. The product is COC(=O)c1ccc(NC(=O)C(C2CCCCC2)n2c(-c3ccc(Cl)cc3)nc3cc(F)c(F)cc32)nc1. RXN SMILES: [Cl:1][c:2]1[cH:3][cH:4][c:5](-[c:6]2[n:7]([CH:8]([CH:9]3[CH2:10][CH2:11][CH2:12][CH2:13][CH2:14]3)[C:15]([NH:16][CH2:17][CH:18]3[CH2:19][CH2:20][CH:21]([C:22]([OH:23])=[O:24])[CH2:25][CH2:26]3)=[O:27])[c:28]3[cH:29][cH:30][c:31]([F:32])[cH:33][c:34]3[n:35]2)[cH:36][cH:37]1.[Cl:38][c:39]1[cH:40][cH:41][c:42](-[c:45]2[n:46][c:47]3[c:48]([n:49]2[CH:50]([C:51](=[O:52])[OH:53])[CH:54]2[CH2:55][CH2:56][CH2:57][CH2:58][CH2:59]2)[cH:60][c:61]([F:65])[c:62]([F:64])[cH:63]3)[cH:43][cH:44]1.[NH2:66][c:67]1[n:68][cH:69][c:70]([C:71](=[O:72])[O:73][CH3:74])[cH:75][cH:76]1>>[Cl:38][c:39]1[cH:40][cH:41][c:42](-[c:45]2[n:46][c:47]3[c:48]([n:49]2[CH:50]([C:51](=[O:52])[NH:66][c:67]2[n:68][cH:69][c:70]([C:71](=[O:72])[O:73][CH3:74])[cH:75][cH:76]2)[CH:54]2[CH2:55][CH2:56][CH2:57][CH2:58][CH2:59]2)[cH:60][c:61]([F:65])[c:62]([F:64])[cH:63]3)[cH:43][cH:44]1. The reactants are CCO, Cn1c(C(F)(F)F)cc(=O)n(Cc2cc([N+](=O)[O-])cc(Cl)c2Cl)c1=O, Cl, [Fe], O. Yields the product Cn1c(C(F)(F)F)cc(=O)n(Cc2cc(N)cc(Cl)c2Cl)c1=O. RXN SMILES: [CH3:27][CH2:28][OH:29].[Cl:1][c:2]1[c:3]([CH2:12][n:13]2[c:14](=[O:25])[n:15]([CH3:24])[c:16]([C:20]([F:21])([F:22])[F:23])[cH:17][c:18]2=[O:19])[cH:4][c:5]([N+:9]([O-:10])=[O:11])[cH:6][c:7]1[Cl:8].[ClH:26].[Fe:31].[OH2:30]>>[Cl:1][c:2]1[c:3]([CH2:12][n:13]2[c:14](=[O:25])[n:15]([CH3:24])[c:16]([C:20]([F:21])([F:22])[F:23])[cH:17][c:18]2=[O:19])[cH:4][c:5]([NH2:9])[cH:6][c:7]1[Cl:8].